describe an organic reaction: reactants, conditions, products, and yield From a dataset of the Open Reaction Database (ORD), a public repository of structured organic reaction records. Reactants: CCN(CC)CCNC(=O)C1=C(NC(=C1C)/C=C\2/C3=C(C=CC(=C3)F)NC2=O)C (Sunitinib base), C(C)(=O)O (acetic acid), C(C)(C)(C)OC (methyl tert-butyl ether). Run in C(CCC)O (n-butanol), C(CCC)O (n-butanol). Conditions: temperature 20 celsius. Product: CCN(CC)CCNC(=O)C=1C(=C(NC1C)/C=C\2/C=3C=C(C=CC3NC2=O)F)C.C(C)(=O)[O-] (Sunitinib Acetate). As a reaction SMILES: [CH3:1][CH2:2][N:3]([CH2:6][CH2:7][NH:8][C:9]([C:11]1[C:15]([CH3:16])=[C:14](/[CH:17]=[C:18]2/[C:19]3[CH:24]=[C:23]([F:25])[CH:22]=[CH:21][C:20]=3[NH:26][C:27]/2=[O:28])[NH:13][C:12]=1[CH3:29])=[O:10])[CH2:4][CH3:5].[C:30]([OH:33])(=[O:32])[CH3:31].C(OC)(C)(C)C>C(O)CCC>[CH3:1][CH2:2][N:3]([CH2:6][CH2:7][NH:8][C:9]([C:11]1[C:15]([CH3:16])=[C:14](/[CH:17]=[C:18]2/[C:19]3[CH:24]=[C:23]([F:25])[CH:22]=[CH:21][C:20]=3[NH:26][C:27]/2=[O:28])[NH:13][C:12]=1[CH3:29])=[O:10])[CH2:4][CH3:5].[C:30]([O-:33])(=[O:32])[CH3:31] |f:4.5|. Reported procedure: Sunitinib base (3 g) was suspended in n-butanol (15 ml) with stirring at 20° C., then 1.05 eq (0.45 ml) of acetic acid were added observing dissolution and after 1-2′precipitation of an orange solid. The mixture was heated to 60° C. and other 6 ml of n-butanol were added. Then methyl tert-butyl ether (60 ml) was added at 60° C. within 10 min with stirring, the mixture was cooled to −10° C. in 2 hours. After 1 h at −10° C. the solid was filtered, washed with 2×20 ml of MTBE and dried on the filte... Reactants: ClC1=NC(=CC=2N1C(=NC2)C(C)C)Cl (5,7-dichloro-3-isopropylimidazo[1,5-c]pyrimidine), C(CC)N (n-propylamine), O1CCOCC1 (dioxane). The solvent is C(Cl)(Cl)Cl (chloroform). Reaction conditions: time 3 hour. Product: O.Cl.ClC1=CC=2N(C(=N1)NCCC)C(=NC2)C(C)C (7-chloro-3-isopropyl-5-(n-propylamino)imidazo[1,5-c]pyrimidine hydrochloride hydrate). RXN SMILES: [Cl:1][C:2]1[N:7]2[C:8]([CH:11]([CH3:13])[CH3:12])=[N:9][CH:10]=[C:6]2[CH:5]=[C:4]([Cl:14])[N:3]=1.[CH2:15]([NH2:18])[CH2:16][CH3:17].[O:19]1CCOCC1>C(Cl)(Cl)Cl>[OH2:19].[ClH:1].[Cl:14][C:4]1[N:3]=[C:2]([NH:18][CH2:15][CH2:16][CH3:17])[N:7]2[C:8]([CH:11]([CH3:13])[CH3:12])=[N:9][CH:10]=[C:6]2[CH:5]=1 |f:4.5.6|. Procedure details: To a solution of 2.00 g (8.70 mmole) of 5,7-dichloro-3-isopropylimidazo[1,5-c]pyrimidine (from Example 37) in 50 ml of dioxane was added 1.15 g (19.5 mmole) of n-propylamine. The mixture was stirred for three hours. The mixture was then diluted with 75 ml of chloroform, washed with three 50 ml portions of water, dried over magnesium sulfate, and evaporated. The residue of 7-chloro-3-isopropyl-5-(n-propylamino)imidazo[1,5-c]pyrimidine was dissolved in a mixture of dioxane/diethyl ether, and hydro...